This data is from the Open Reaction Database (ORD), a public repository of structured organic reaction records. The task is: describe an organic reaction: reactants, conditions, products, and yield Reactants: O (water), BrCC1=C(C=CC=C1OC)Cl (2-(bromomethyl)-1-chloro-3-methoxybenzene), CC1=CC(=NC(=N1)S)O (6-methyl-2-sulfanylpyrimidin-4-ol), C([O-])([O-])=O.[K+].[K+] (potassium carbonate). Run in CN(C)C=O (DMF). Reaction conditions: time 2 hour. Product: ClC1=C(C(=CC=C1)OC)CSC1=NC(=CC(=N1)O)C (2-{[(2-chloro-6-methoxyphenyl)methyl]sulfanyl}-6-methylpyrimidin-4-ol). The yield is 70.9%. RXN SMILES: Br[CH2:2][C:3]1[C:8]([O:9][CH3:10])=[CH:7][CH:6]=[CH:5][C:4]=1[Cl:11].[CH3:12][C:13]1[N:18]=[C:17]([SH:19])[N:16]=[C:15]([OH:20])[CH:14]=1.C(=O)([O-])[O-].[K+].[K+].O>CN(C=O)C>[Cl:11][C:4]1[CH:5]=[CH:6][CH:7]=[C:8]([O:9][CH3:10])[C:3]=1[CH2:2][S:19][C:17]1[N:16]=[C:15]([OH:20])[CH:14]=[C:13]([CH3:12])[N:18]=1 |f:2.3.4|. Procedure details: 2-(bromomethyl)-1-chloro-3-methoxybenzene (470 mg, 2 mmol), 6-methyl-2-sulfanylpyrimidin-4-ol (270 mg, 1.9 mmol), and potassium carbonate (263 mg, 1.9 mmol) were mixed in DMF (10 mL). The mixture was stirred at room temperature for 2 hours. To the mixture, water (100 mL) was added. The suspension was filtered and washed with water and ethyl acetate to provide pure titled product (400 mg, 70% yield); 1H NMR (400 MHz, DMSO-d6): δ 2.20 (s, 3H), 3.82 (s, 3H), 4.50 (s, 2H), 6.00 (s, 1H), 7.05 (m, 2H)...